Task: describe an organic reaction: reactants, conditions, products, and yield. Dataset: the Open Reaction Database (ORD), a public repository of structured organic reaction records Starting materials: C(C)OC(CC1=CC(=C(C=C1)OC)OC1=C(C=C(C=C1)Br)CN1C(OCC1)=O)=O ({3-[4-bromo-2-(2-oxo-oxazolidin-3-ylmethyl)-phenoxy]-4-methoxy-phenyl}-acetic acid ethyl ester), CS(=O)(=O)C1=C(C=CC=C1)B(O)O (2-methylsulfonylphenylboronic acid). Yields the product C(C)OC(CC1=CC(=C(C=C1)OC)OC1=C(C=C(C=C1)C1=C(C=CC=C1)S(=O)(=O)C)CN1C(OCC1)=O)=O ({3-[2′-Methanesulfonyl-3-(2-oxo-oxazolidin-3-ylmethyl)-biphenyl-4-yloxy]-4-methoxy-phenyl}-acetic acid ethyl ester). As a reaction SMILES: [CH2:1]([O:3][C:4](=[O:29])[CH2:5][C:6]1[CH:11]=[CH:10][C:9]([O:12][CH3:13])=[C:8]([O:14][C:15]2[CH:20]=[CH:19][C:18](Br)=[CH:17][C:16]=2[CH2:22][N:23]2[CH2:27][CH2:26][O:25][C:24]2=[O:28])[CH:7]=1)[CH3:2].[CH3:30][S:31]([C:34]1[CH:39]=[CH:38][CH:37]=[CH:36][C:35]=1B(O)O)(=[O:33])=[O:32]>>[CH2:1]([O:3][C:4](=[O:29])[CH2:5][C:6]1[CH:11]=[CH:10][C:9]([O:12][CH3:13])=[C:8]([O:14][C:15]2[CH:20]=[CH:19][C:18]([C:35]3[CH:36]=[CH:37][CH:38]=[CH:39][C:34]=3[S:31]([CH3:30])(=[O:33])=[O:32])=[CH:17][C:16]=2[CH2:22][N:23]2[CH2:27][CH2:26][O:25][C:24]2=[O:28])[CH:7]=1)[CH3:2]. Procedure: Prepared according to the procedure described in Example 84, Step 1, using the following starting materials: {3-[4-bromo-2-(2-oxo-oxazolidin-3-ylmethyl)-phenoxy]-4-methoxy-phenyl}-acetic acid ethyl ester and 2-methylsulfonylphenylboronic acid. Reactants: COc2ccc1ccccc1c2 (substrate), CC2(C)COB(c1ccc([Si](C)(C)C)cc1)OC2 (effective_coupling_partner). Reagents/catalysts: PCy3. Conditions: temperature 120 celsius, time 12 hour. Yields the product C[Si](C)(C)c3ccc(c2ccc1ccccc1c2)cc3. The reactants are C1(CCCCC1)N1C(=CC2=CC(=CC=C12)[N+](=O)[O-])C1=CC=C(C=C1)C (1-cyclohexyl-2-(4-methylphenyl)-5-nitro-1H-indole), stannous chloride dihydrate, O (H2O), ice, C(=O)(O)[O-].[Na+] (NaHCO3). Run in C(C)O (ethanol). Conditions: temperature 70 celsius, time 18 hour. The product is NC=1C=C2C=C(N(C2=CC1)C1CCCCC1)C1=CC=CC=C1 (5-amino-2-phenyl-1-cyclohexylindole). Reaction SMILES: [CH:1]1([N:7]2[C:15]3[C:10](=[CH:11][C:12]([N+:16]([O-])=O)=[CH:13][CH:14]=3)[CH:9]=[C:8]2[C:19]2[CH:24]=[CH:23][C:22](C)=[CH:21][CH:20]=2)[CH2:6][CH2:5][CH2:4][CH2:3][CH2:2]1.O.C([O-])(O)=O.[Na+]>C(O)C>[NH2:16][C:12]1[CH:11]=[C:10]2[C:15](=[CH:14][CH:13]=1)[N:7]([CH:1]1[CH2:2][CH2:3][CH2:4][CH2:5][CH2:6]1)[C:8]([C:19]1[CH:20]=[CH:21][CH:22]=[CH:23][CH:24]=1)=[CH:9]2 |f:2.3|. Reported procedure: To a suspension of 1-cyclohexyl-2-(4-methylphenyl)-5-nitro-1H-indole (45 mg; 0.13 mmol) in absolute ethanol (5 ml) was added stannous chloride dihydrate (152 mg; 0.67 mmol) and the mixture was left under stirring at 70° C. for 18 hours. The reaction mixture was cooled to room temperature and then poured into H2O and ice (20 ml), NaHCO3 (saturated solution) was added to pH 8 and the mixture was left under stirring for 20 minutes. Run at time 8 hour. RXN SMILES: CS(C)=O.[Cl:5][C:6]1[CH:7]=[C:8]2[C:16](=[C:17]([N+:20]([O-:22])=[O:21])[C:18]=1F)[NH:15][C:14]1[CH:13]=[N:12][CH:11]=[CH:10][C:9]2=1.[CH3:23][N:24]1[CH2:29][CH2:28][NH:27][CH2:26][CH2:25]1.CCN(C(C)C)C(C)C>O>[Cl:5][C:6]1[CH:7]=[C:8]2[C:16](=[C:17]([N+:20]([O-:22])=[O:21])[C:18]=1[N:27]1[CH2:28][CH2:29][N:24]([CH3:23])[CH2:25][CH2:26]1)[NH:15][C:14]1[CH:13]=[N:12][CH:11]=[CH:10][C:9]2=1. Yields the product ClC=1C=C2C=3C=CN=CC3NC2=C(C1N1CCN(CC1)C)[N+](=O)[O-] (6-chloro-7-(4-methyl-piperazin-1-yl)-8-nitro-9H-β-carboline). The reactants are CS(=O)C (DMSO), ClC=1C=C2C=3C=CN=CC3NC2=C(C1F)[N+](=O)[O-] (6-chloro-7-fluoro-8-nitro-9H-β-carboline), CN1CCNCC1 (1-methylpiperazine), CCN(C(C)C)C(C)C (DIEA). Yield: 90.4%. Procedure: To a DMSO solution (4 ml) of 200 mg (0.755 mmol) of 6-chloro-7-fluoro-8-nitro-9H-β-carboline was added 1-methylpiperazine (226 mg, 2.26 mmol) and DIEA (400 mg, 3.09 mmol) via a syringe. The reaction was allowed to stir at RT overnight. Upon addition of water, an orange solid precipitated out. The solid was filtered, washed and dried to give 236 mg (91% yield) of the desired 6-chloro-7-(4-methyl-piperazin-1-yl)-8-nitro-9H-β-carboline. Solvent: O (water).